Dataset: the Open Reaction Database (ORD), a public repository of structured organic reaction records. Task: describe an organic reaction: reactants, conditions, products, and yield The reactants are CCCCCCCCCCCCCC(=O)N(C)CCC(=O)O, CO, [Na+], [OH-], Cc1ccc(S(=O)(=O)O)cc1. The product is CCCCCCCCCCCCCC(=O)N(C)CCC(=O)OC. RXN SMILES: [C:1]([CH2:2][CH2:3][CH2:4][CH2:5][CH2:6][CH2:7][CH2:8][CH2:9][CH2:10][CH2:11][CH2:12][CH2:13][CH3:14])(=[O:15])[N:16]([CH2:17][CH2:18][C:19](=[O:20])[OH:21])[CH3:22].[CH3:25][OH:26].[Na+:24].[OH-:23].[c:27]1([CH3:28])[cH:29][cH:30][c:31]([S:32]([OH:33])(=[O:34])=[O:35])[cH:36][cH:37]1>>[C:1]([CH2:2][CH2:3][CH2:4][CH2:5][CH2:6][CH2:7][CH2:8][CH2:9][CH2:10][CH2:11][CH2:12][CH2:13][CH3:14])(=[O:15])[N:16]([CH2:17][CH2:18][C:19]([O:20][CH3:25])=[O:21])[CH3:22]. The product is CCNc1ccc2c(c1)C(C)(C)CCC2(C)C. The reactants are [Al+3], C1CCOC1, CC(=O)Nc1ccc2c(c1)C(C)(C)CCC2(C)C, [H-], [H-], [H-], [H-], [Li+], [Mg+2], [Na+], O=S(=O)([O-])[O-], [OH-], O. RXN SMILES: [Al+3:20].[CH2:33]1[O:34][CH2:35][CH2:36][CH2:37]1.[CH3:1][C:2]1([CH3:18])[c:3]2[cH:4][cH:5][c:6]([NH:14][C:15]([CH3:16])=[O:17])[cH:7][c:8]2[C:9]([CH3:12])([CH3:13])[CH2:10][CH2:11]1.[H-:19].[H-:22].[H-:23].[H-:24].[Li+:21].[Mg+2:27].[Na+:26].[O-:28][S:29]([O-:30])(=[O:31])=[O:32].[OH-:25].[OH2:38]>>[CH3:1][C:2]1([CH3:18])[c:3]2[cH:4][cH:5][c:6]([NH:14][CH2:15][CH3:16])[cH:7][c:8]2[C:9]([CH3:12])([CH3:13])[CH2:10][CH2:11]1. Reactants: solid, BrC1=CC(=CC=2C=C3N(C12)CCCNC3=O)C#N (7-bromo-1-oxo-2,3,4,5-tetrahydro-[1,4]diazepino[1,2-a]indole-9-carbonitrile), BrC1=CC(=CC=2C=C3N(C12)CCCNC3=O)C#N (7-bromo-1-oxo-2,3,4,5-tetrahydro-[1,4]diazepino[1,2-a]indole-9-carbonitrile), FC=1C=C(C=C(C1)F)B(O)O (3,5-difluoro-phenylboronic acid). Yields the product FC=1C=C(C=C(C1)F)C1=CC(=CC=2C=C3N(C12)CCCNC3=O)C#N (7-(3,5-Difluorophenyl)-1-oxo-2,3,4,5-tetrahydro-[1,4]diazepino[1,2-a]indole-9-carbonitrile). RXN SMILES: Br[C:2]1[C:10]2[N:9]3[CH2:11][CH2:12][CH2:13][NH:14][C:15](=[O:16])[C:8]3=[CH:7][C:6]=2[CH:5]=[C:4]([C:17]#[N:18])[CH:3]=1.[F:19][C:20]1[CH:21]=[C:22](B(O)O)[CH:23]=[C:24]([F:26])[CH:25]=1>>[F:19][C:20]1[CH:21]=[C:22]([C:2]2[C:10]3[N:9]4[CH2:11][CH2:12][CH2:13][NH:14][C:15](=[O:16])[C:8]4=[CH:7][C:6]=3[CH:5]=[C:4]([C:17]#[N:18])[CH:3]=2)[CH:23]=[C:24]([F:26])[CH:25]=1. Procedure: The title compound, light grey solid (65 mg, 77%), MS (ISP) m/z=338.6 [(M+H)+], mp 211° C., was prepared in accordance with the general method of example 1 from 7-bromo-1-oxo-2,3,4,5-tetrahydro-[1,4]diazepino[1,2-a]indole-9-carbonitrile (intermediate 20) (76.0 mg, 0.25 mmol) and commercially available 3,5-difluoro-phenylboronic acid (51.3 mg, 0.325 mmol). The reactants are FC1=C(C(=O)O)C=CC(=C1F)OCC (2,3-difluoro-4-ethoxybenzoic acid), C(CCC)[Li].CN(CCN(C)C)C (butyllithium tetramethylethylenediamine), FC1=C(C=CC=C1F)OCC (2,3-difluorophenetole), C(=O)=O (carbon dioxide), C(CC)[C@@H]1CC[C@H](CC1)O (trans-4-propylcyclohexanol), FC1=C(C=CC=C1F)O (2,3-difluorophenol), S(=O)(=O)(OCC)OCC.C([O-])([O-])=O.[K+].[K+] (diethyl sulfate potassium carbonate), C1(CCCCC1)N=C=NC1CCCCC1 (dicyclohexylcarbodiimide). The reagents and catalysts are CN(C1=CC=NC=C1)C (4-dimethylaminopyridine). Run in O1CCCC1 (tetrahydrofuran), ClCCl (dichloromethane), CN(C=O)C (dimethylformamide), ClCCl (dichloromethane). Yields the product FC1=C(C(=O)O[C@@H]2CC[C@H](CC2)CCC)C=CC(=C1F)OCC (trans-4-propylcyclohexyl 2,3-difluoro-4-ethoxybenzoate). Reaction SMILES: [F:1][C:2]1[C:10]([F:11])=[C:9]([O:12][CH2:13][CH3:14])[CH:8]=[CH:7][C:3]=1[C:4]([OH:6])=[O:5].F[C:16]1[C:21](F)=[CH:20][CH:19]=[CH:18][C:17]=1O.S(O[CH2:31][CH3:32])(OCC)(=O)=O.[C:33](=O)([O-])[O-].[K+].[K+].FC1C(F)=CC=CC=1OCC.C([Li])CCC.CN(C)CCN(C)C.C(=O)=O.C([C@H]1CC[C@H](O)CC1)CC.C1(N=C=NC2CCCCC2)CCCCC1>CN(C)C=O.O1CCCC1.CN(C)C1C=CN=CC=1.ClCCl>[F:1][C:2]1[C:10]([F:11])=[C:9]([O:12][CH2:13][CH3:14])[CH:8]=[CH:7][C:3]=1[C:4]([O:6][C@H:20]1[CH2:21][CH2:16][C@H:17]([CH2:33][CH2:31][CH3:32])[CH2:18][CH2:19]1)=[O:5] |f:2.3.4.5,7.8|. Reported procedure: 0.1 mol of 2,3-difluoro-4-ethoxybenzoic acid (preparable from 2,3-difluorophenol by alkylation using diethyl sulfate/potassium carbonate in dimethylformamide, metallation of the 2,3-difluorophenetole in the 4-position using butyllithium/tetramethylethylenediamine in tetrahydrofuran (THF) at -70° to -80° and reaction with solid carbon dioxide), 0.01 mol of 4-dimethylaminopyridine and 0.1 mol of trans-4-propylcyclohexanol are initially introduced in 150 ml of dichloromethane, a solution of 0.1 mol... The reactants are BrC(Br)(Br)Br, N#Cc1nn(-c2c(Cl)cc(C(F)(F)F)cc2Cl)c(Cl)c1C=O, ClCCl, c1ccc(P(c2ccccc2)c2ccccc2)cc1. The product is N#Cc1nn(-c2c(Cl)cc(C(F)(F)F)cc2Cl)c(Cl)c1C=C(Br)Br. RXN SMILES: [C:20]([Br:21])([Br:22])([Br:23])[Br:24].[Cl:25][c:26]1[c:27]([CH:45]=[O:46])[c:28]([C:43]#[N:44])[n:29][n:30]1-[c:31]1[c:32]([Cl:42])[cH:33][c:34]([C:38]([F:39])([F:40])[F:41])[cH:35][c:36]1[Cl:37].[Cl:47][CH2:48][Cl:49].[c:1]1([P:2]([c:3]2[cH:4][cH:5][cH:6][cH:7][cH:8]2)[c:9]2[cH:10][cH:11][cH:12][cH:13][cH:14]2)[cH:15][cH:16][cH:17][cH:18][cH:19]1>>[C:20]([Br:21])([Br:24])=[CH:45][c:27]1[c:26]([Cl:25])[n:30](-[c:31]2[c:32]([Cl:42])[cH:33][c:34]([C:38]([F:39])([F:40])[F:41])[cH:35][c:36]2[Cl:37])[n:29][c:28]1[C:43]#[N:44]. Reactants: N1(CCCCC1)C1=C(C(CC2OCCC2)N)C=CC=C1 (2-piperidino-α-(tetrahydrofuran-2-yl-methyl)-benzylamine), C(C)OC=1C=C(C=CC1C(=O)OCC)CC(=O)O (3-ethoxy-4-ethoxycarbonyl-phenylacetic acid). Product: C(C)OC1=C(C(=O)OCC)C=CC(=C1)CC(=O)NC(C1=C(C=CC=C1)N1CCCCC1)CC1OCCC1 (Ethyl 2-ethoxy-4-[N-(2-piperidino-α-(tetrahydrofuran-2-yl-methyl)-benzyl)-aminocarbonylmethyl]-benzoate). As a reaction SMILES: [N:1]1([C:7]2[CH:20]=[CH:19][CH:18]=[CH:17][C:8]=2[CH:9]([NH2:16])[CH2:10][CH:11]2[CH2:15][CH2:14][CH2:13][O:12]2)[CH2:6][CH2:5][CH2:4][CH2:3][CH2:2]1.[CH2:21]([O:23][C:24]1[CH:25]=[C:26]([CH2:35][C:36](O)=[O:37])[CH:27]=[CH:28][C:29]=1[C:30]([O:32][CH2:33][CH3:34])=[O:31])[CH3:22]>>[CH2:21]([O:23][C:24]1[CH:25]=[C:26]([CH2:35][C:36]([NH:16][CH:9]([CH2:10][CH:11]2[CH2:15][CH2:14][CH2:13][O:12]2)[C:8]2[CH:17]=[CH:18][CH:19]=[CH:20][C:7]=2[N:1]2[CH2:2][CH2:3][CH2:4][CH2:5][CH2:6]2)=[O:37])[CH:27]=[CH:28][C:29]=1[C:30]([O:32][CH2:33][CH3:34])=[O:31])[CH3:22]. Procedure: Prepared analogously to Example 47 from 2-piperidino-α-(tetrahydrofuran-2-yl-methyl)-benzylamine and 3-ethoxy-4-ethoxycarbonyl-phenylacetic acid. The reactants are ClCCl, CN(C)C=O, O=C(O)C(CC1CCCC1)c1ccc(Cl)c(Cl)c1, CCN(C(C)C)C(C)C, O=C(Cl)C(=O)Cl, Nc1nc2ccccc2s1, O. RXN SMILES: [CH2:44]([Cl:45])[Cl:46].[CH3:47][N:48]([CH3:49])[CH:50]=[O:51].[CH:1]1([CH2:6][CH:7]([C:8](=[O:9])[OH:10])[c:11]2[cH:12][c:13]([Cl:18])[c:14]([Cl:17])[cH:15][cH:16]2)[CH2:2][CH2:3][CH2:4][CH2:5]1.[CH:35]([N:36]([CH2:37][CH3:38])[CH:39]([CH3:40])[CH3:41])([CH3:42])[CH3:43].[Cl:19][C:20]([C:21]([Cl:22])=[O:23])=[O:24].[NH2:25][c:26]1[s:27][c:28]2[c:29]([n:30]1)[cH:31][cH:32][cH:33][cH:34]2.[OH2:52]>>[CH:1]1([CH2:6][CH:7]([C:8](=[O:10])[NH:25][c:26]2[s:27][c:28]3[c:29]([n:30]2)[cH:31][cH:32][cH:33][cH:34]3)[c:11]2[cH:12][c:13]([Cl:18])[c:14]([Cl:17])[cH:15][cH:16]2)[CH2:2][CH2:3][CH2:4][CH2:5]1. Yields the product O=C(Nc1nc2ccccc2s1)C(CC1CCCC1)c1ccc(Cl)c(Cl)c1.